Task: describe an organic reaction: reactants, conditions, products, and yield. Dataset: the Open Reaction Database (ORD), a public repository of structured organic reaction records Starting materials: CO (methanol), [OH-].[Na+] (sodium hydroxide), C(C)(=O)N1C(C(C2=CC=CC=C12)=C(C1=CC=CC=C1)OCC)=O (1-acetyl-3-(1-ethoxy-1-phenyl-methylidene)-2-indolinone), NC1=CC=CC=C1 (aniline). Run in CN(C)C=O (DMF), O (water). Run at time 20 minute. The product is N(C1=CC=CC=C1)\C(\C1=CC=CC=C1)=C\1/C(NC2=CC=CC=C12)=O ((Z)-3-(1-Anilino-1-phenyl-methylidene)-2-indolinone). Reaction SMILES: C([N:4]1[C:12]2[C:7](=[CH:8][CH:9]=[CH:10][CH:11]=2)[C:6](=[C:13](OCC)[C:14]2[CH:19]=[CH:18][CH:17]=[CH:16][CH:15]=2)[C:5]1=[O:23])(=O)C.[NH2:24][C:25]1[CH:30]=[CH:29][CH:28]=[CH:27][CH:26]=1.CO.[OH-].[Na+]>CN(C=O)C.O>[NH:24](/[C:13](=[C:6]1\[C:5](=[O:23])[NH:4][C:12]2[C:7]\1=[CH:8][CH:9]=[CH:10][CH:11]=2)/[C:14]1[CH:15]=[CH:16][CH:17]=[CH:18][CH:19]=1)[C:25]1[CH:30]=[CH:29][CH:28]=[CH:27][CH:26]=1 |f:3.4|. Procedure details: 450 mg (1.5 mmol) of 1-acetyl-3-(1-ethoxy-1-phenyl-methylidene)-2-indolinone and 0.41 ml of (4.5 mmol) of aniline are stirred in 7 ml of DMF for 90 minutes at 120° C. After cooling to ambient temperature 7 ml of methanol and 3 ml of 1N sodium hydroxide solution are added. The mixture is stirred for 20 minutes, then diluted with water, the crystalline reaction product is suction filtered and dried. Starting materials: O=C([O-])[O-], CC1CN(S(C)(=O)=O)Cc2nc3cnc4ccccc4c3n21, ClCCl, [Na+], [Na+], O=C(OO)c1cccc(Cl)c1. Product: CC1CN(S(C)(=O)=O)Cc2nc3c[n+]([O-])c4ccccc4c3n21. As a reaction SMILES: [C:34](=[O:35])([O-:36])[O-:37].[CH3:1][CH:2]1[CH2:3][N:4]([S:19](=[O:20])(=[O:21])[CH3:22])[CH2:5][c:6]2[n:7]1[c:8]1[c:9]([cH:10][n:11][c:12]3[cH:13][cH:14][cH:15][cH:16][c:17]13)[n:18]2.[Cl:40][CH2:41][Cl:42].[Na+:38].[Na+:39].[OH:23][O:24][C:25]([c:26]1[cH:27][c:28]([Cl:29])[cH:30][cH:31][cH:32]1)=[O:33]>>[CH3:1][CH:2]1[CH2:3][N:4]([S:19](=[O:20])(=[O:21])[CH3:22])[CH2:5][c:6]2[n:7]1[c:8]1[c:9]([cH:10][n+:11]([O-:23])[c:12]3[cH:13][cH:14][cH:15][cH:16][c:17]13)[n:18]2.